Task: describe an organic reaction: reactants, conditions, products, and yield. Dataset: the Open Reaction Database (ORD), a public repository of structured organic reaction records Starting materials: C(C(C)C)OC(=O)Cl (isobutylchloroformate), Cl.C(C1=CC=CC=C1)ON (O-benzylhydroxylamine hydrochloride), C(C)(=O)OC1=CC(=CC=2C(C3=CC=CC(=C3C(C12)=O)OC(C)=O)=O)C(=O)O (4,5-diacetoxy-9,10-dihydro-9,10-dioxoanthracene-2-carboxylic acid), CN1CCOCC1 (N-methylmorpholine). The solvent is CN(C=O)C (dimethylformamide), CN(C=O)C (dimethylformamide), CN(C=O)C (dimethylformamide), CN(C=O)C (dimethylformamide). Run at temperature -15 celsius, time 5 hour. Yields the product C(C1=CC=CC=C1)ONC(=O)C1=CC=2C(C3=CC=CC(=C3C(C2C(=C1)OC(C)=O)=O)OC(C)=O)=O (N-Benzyloxy-4,5-diacetoxy-9,10-dihydro-9,10-dioxoanthracene-2-carboxamide). As a reaction SMILES: [C:1]([O:4][C:5]1[C:18]2[C:17](=[O:19])[C:16]3[C:11](=[CH:12][CH:13]=[CH:14][C:15]=3[O:20][C:21](=[O:23])[CH3:22])[C:10](=[O:24])[C:9]=2[CH:8]=[C:7]([C:25](O)=[O:26])[CH:6]=1)(=[O:3])[CH3:2].CN1CCOCC1.C(OC(Cl)=O)C(C)C.Cl.[CH2:44]([O:51][NH2:52])[C:45]1[CH:50]=[CH:49][CH:48]=[CH:47][CH:46]=1>CN(C)C=O>[CH2:44]([O:51][NH:52][C:25]([C:7]1[CH:6]=[C:5]([O:4][C:1](=[O:3])[CH3:2])[C:18]2[C:17](=[O:19])[C:16]3[C:11](=[CH:12][CH:13]=[CH:14][C:15]=3[O:20][C:21](=[O:23])[CH3:22])[C:10](=[O:24])[C:9]=2[CH:8]=1)=[O:26])[C:45]1[CH:50]=[CH:49][CH:48]=[CH:47][CH:46]=1 |f:3.4|. Procedure: To a stirred solution of 4,5-diacetoxy-9,10-dihydro-9,10-dioxoanthracene-2-carboxylic acid (6.14 g) in dry dimethylformamide (1.1 l) and nitrogen at -15° C. was added dropwise N-methylmorpholine (3.71 g) as a solution in dimethylformamide (20 ml) during 5 minutes. Stirring at -15° C. was continued for 40 minutes before the dropwise addition of isobutylchloroformate (2.51 g) as a solution in dimethylformamide (10 ml) over 10 minutes. The mixture was stirred at -15° C. for 45 minutes when a soluti... The reactants are CCOc1ccccc1N, Cc1ccccc1C(=O)O, CC(C)=O. Product: CCOc1ccccc1NC(=O)c1ccccc1C. Reaction SMILES: [CH2:11]([CH3:12])[O:13][c:14]1[c:15]([NH2:16])[cH:17][cH:18][cH:19][cH:20]1.[CH3:1][c:2]1[c:3]([C:4](=[O:5])[OH:6])[cH:7][cH:8][cH:9][cH:10]1.[CH3:21][C:22](=[O:23])[CH3:24]>>[CH3:1][c:2]1[c:3]([C:4](=[O:6])[NH:16][c:15]2[c:14]([O:13][CH2:11][CH3:12])[cH:20][cH:19][cH:18][cH:17]2)[cH:7][cH:8][cH:9][cH:10]1. Starting materials: C(C)(=O)OC(C)=O (Acetic anhydride), C1(CC1)C=1C=CC(=NC1OC)/C(=C/CCN)/C1=CC=C(C=C1)SC ((3E)-4-(5-cyclopropyl-6-methoxypyridin-2-yl)-4-[4-(methylsulfanyl)phenyl]but-3-en-1-amine), Cl (hydrochloric acid). Run in N1=CC=CC=C1 (pyridine). Reaction conditions: time 1 hour. Product: C1(CC1)C=1C=CC(=NC1OC)/C(=C/CCNC(C)=O)/C1=CC=C(C=C1)SC (N-{(3E)-4-(5-cyclopropyl-6-methoxypyridin-2-yl)-4-[4-(methylsulfanyl)phenyl]but-3-en-1-yl}acetamide). As a reaction SMILES: [C:1](OC(=O)C)(=[O:3])[CH3:2].[CH:8]1([C:11]2[CH:12]=[CH:13][C:14](/[C:19](/[C:24]3[CH:29]=[CH:28][C:27]([S:30][CH3:31])=[CH:26][CH:25]=3)=[CH:20]/[CH2:21][CH2:22][NH2:23])=[N:15][C:16]=2[O:17][CH3:18])[CH2:10][CH2:9]1.Cl>N1C=CC=CC=1>[CH:8]1([C:11]2[CH:12]=[CH:13][C:14](/[C:19](/[C:24]3[CH:29]=[CH:28][C:27]([S:30][CH3:31])=[CH:26][CH:25]=3)=[CH:20]/[CH2:21][CH2:22][NH:23][C:1](=[O:3])[CH3:2])=[N:15][C:16]=2[O:17][CH3:18])[CH2:10][CH2:9]1. Reported procedure: Acetic anhydride (85 mg) was added to a solution of (3E)-4-(5-cyclopropyl-6-methoxypyridin-2-yl)-4-[4-(methylsulfanyl)phenyl]but-3-en-1-amine (95 mg) in pyridine (1 mL) under ice-cooling, and the mixture was stirred at room temperature for one hour. The reaction solution was poured into 1 M hydrochloric acid, followed by extraction with ethyl acetate. The organic layer was washed with brine, dried over anhydrous magnesium sulfate and filtered. The solvent was then evaporated under reduced pressu... The reactants are [Pd], CN1CCC(c2nccnc2Oc2ccc(C(=O)c3nc4ccccc4[nH]3)cc2)=CC1=O. Yields the product CN1CCC(c2nccnc2Oc2ccc(C(=O)c3nc4ccccc4[nH]3)cc2)CC1=O. Reaction SMILES: [Pd:33].[nH:1]1[c:2]([C:10](=[O:11])[c:12]2[cH:13][cH:14][c:15]([O:16][c:17]3[c:18]([C:23]4=[CH:24][C:25](=[O:30])[N:26]([CH3:29])[CH2:27][CH2:28]4)[n:19][cH:20][cH:21][n:22]3)[cH:31][cH:32]2)[n:3][c:4]2[c:5]1[cH:6][cH:7][cH:8][cH:9]2>>[nH:1]1[c:2]([C:10](=[O:11])[c:12]2[cH:13][cH:14][c:15]([O:16][c:17]3[c:18]([CH:23]4[CH2:24][C:25](=[O:30])[N:26]([CH3:29])[CH2:27][CH2:28]4)[n:19][cH:20][cH:21][n:22]3)[cH:31][cH:32]2)[n:3][c:4]2[c:5]1[cH:6][cH:7][cH:8][cH:9]2. Starting materials: CC(C)(C)OC(=O)CN, C1COCCO1, N#Cc1cc(O)c2cc(C(F)(F)F)ccc2n1. Yields the product CC(C)(C)OC(=O)CNc1cc(C#N)nc2ccc(C(F)(F)F)cc12. Reaction SMILES: [NH2:18][CH2:19][C:20](=[O:21])[O:22][C:23]([CH3:24])([CH3:25])[CH3:26].[O:27]1[CH2:28][CH2:29][O:30][CH2:31][CH2:32]1.[OH:1][c:2]1[cH:3][c:4]([C:16]#[N:17])[n:5][c:6]2[cH:7][cH:8][c:9]([C:12]([F:13])([F:14])[F:15])[cH:10][c:11]12>>[c:2]1([NH:18][CH2:19][C:20](=[O:21])[O:22][C:23]([CH3:24])([CH3:25])[CH3:26])[cH:3][c:4]([C:16]#[N:17])[n:5][c:6]2[cH:7][cH:8][c:9]([C:12]([F:13])([F:14])[F:15])[cH:10][c:11]12. The reactants are Cl.ClCCC1=C(N=C2N(C1=O)C=CC=C2O)C (3-(2-chloroethyl)-9-hydroxy-2-methyl-4H-pyrido[1,2-a]pyrimidin-4-one hydrochloride), [H][H] (Hydrogen). Reagents/catalysts: [C].[Pd] (palladium carbon). The solvent is C(C)(=O)O (acetic acid). Run at temperature 0 celsius, time 1 hour. Yields the product ClCCC1=C(N=C2N(C1=O)CCCC2O)C (3-(2-chloroethyl)-9-hydroxy-2-methyl-6,7,8,9-tetrahydro-4H-pyrido[1,2-a]pyrimidin-4-one). RXN SMILES: Cl.[Cl:2][CH2:3][CH2:4][C:5]1[C:10](=[O:11])[N:9]2[CH:12]=[CH:13][CH:14]=[C:15]([OH:16])[C:8]2=[N:7][C:6]=1[CH3:17].[H][H]>[C].[Pd].C(O)(=O)C>[Cl:2][CH2:3][CH2:4][C:5]1[C:10](=[O:11])[N:9]2[CH2:12][CH2:13][CH2:14][CH:15]([OH:16])[C:8]2=[N:7][C:6]=1[CH3:17] |f:0.1,3.4|. Procedure: A mixture of 3-(2-chloroethyl)-9-hydroxy-2-methyl-4H-pyrido[1,2-a]pyrimidin-4-one hydrochloride (formula-5) (40 grams), acetic acid (200 ml) and palladium carbon (40 grams) was taken in an autoclave. Hydrogen gas with a pressure of 3.0-3.5 Kg/cm2 was applied to the above mixture at 35° C. for 6 hrs. The reaction was quenched with water and filtered the resultant mixture through a hyflow bed. The pH of the filtrate was adjusted to 6 using aqueous sodium hydroxide solution The reaction mixture was... The reactants are COC(=O)C1=CC(=C2C=CN=C(C2=C1)C1CC1)OC (1-Cyclopropyl-5-methoxy-isoquinoline-7-carboxylic acid methyl ester), [OH-].[Na+] (NaOH). The solvent is C1CCOC1 (THF), CO (MeOH). Reaction conditions: temperature 60 celsius, time 2 hour. The product is C1(CC1)C1=NC=CC2=C(C=C(C=C12)C(=O)O)OC (1-Cyclopropyl-5-methoxy-isoquinoline-7-carboxylic Acid). As a reaction SMILES: C[O:2][C:3]([C:5]1[CH:14]=[C:13]2[C:8]([CH:9]=[CH:10][N:11]=[C:12]2[CH:15]2[CH2:17][CH2:16]2)=[C:7]([O:18][CH3:19])[CH:6]=1)=[O:4].[OH-].[Na+]>C1COCC1.CO>[CH:15]1([C:12]2[C:13]3[C:8](=[C:7]([O:18][CH3:19])[CH:6]=[C:5]([C:3]([OH:4])=[O:2])[CH:14]=3)[CH:9]=[CH:10][N:11]=2)[CH2:16][CH2:17]1 |f:1.2|. Reported procedure: 1-Cyclopropyl-5-methoxy-isoquinoline-7-carboxylic acid methyl ester (4.87 g, 18.9 mmol) was dissolved in THF (50 ml) and MeOH (50 ml), and 5N NaOH aq. (18.9 ml) was added thereto. After stirred at 60° C. for 2 h, the mixture was concentrated in vacuo. The residue was triturated with H2O and 5N HCl aq. (18.9 ml) and the insoluble solid was collected through filtration to obtain the intended compound as a colorless solid. The reactants are ClCCl, CS(=O)(=O)N1CCN(CCCO)CC1, COc1cc2c(Oc3ccc4[nH]c(C)cc4c3F)cnnc2cc1O, CCOC(=O)N=NC(=O)OCC, CN(C)C=O, c1ccc(P(c2ccccc2)c2ccccc2)cc1. As a reaction SMILES: [CH2:76]([Cl:77])[Cl:78].[CH3:57][S:58](=[O:59])(=[O:60])[N:61]1[CH2:62][CH2:63][N:64]([CH2:67][CH2:68][CH2:69][OH:70])[CH2:65][CH2:66]1.[F:13][c:14]1[c:15]2[cH:16][c:17]([CH3:37])[nH:18][c:19]2[cH:20][cH:21][c:22]1[O:23][c:24]1[cH:25][n:26][n:27][c:28]2[cH:29][c:30]([OH:36])[c:31]([O:34][CH3:35])[cH:32][c:33]12.[O:1]=[C:2]([O:3][CH2:4][CH3:5])[N:6]=[N:7][C:8]([O:9][CH2:10][CH3:11])=[O:12].[O:71]=[CH:72][N:73]([CH3:74])[CH3:75].[c:38]1([P:39]([c:40]2[cH:41][cH:42][cH:43][cH:44][cH:45]2)[c:46]2[cH:47][cH:48][cH:49][cH:50][cH:51]2)[cH:52][cH:53][cH:54][cH:55][cH:56]1>>[F:13][c:14]1[c:15]2[cH:16][c:17]([CH3:37])[nH:18][c:19]2[cH:20][cH:21][c:22]1[O:23][c:24]1[cH:25][n:26][n:27][c:28]2[cH:29][c:30]([O:36][CH2:69][CH2:68][CH2:67][N:64]3[CH2:63][CH2:62][N:61]([S:58]([CH3:57])(=[O:59])=[O:60])[CH2:66][CH2:65]3)[c:31]([O:34][CH3:35])[cH:32][c:33]12. Yields the product COc1cc2c(Oc3ccc4[nH]c(C)cc4c3F)cnnc2cc1OCCCN1CCN(S(C)(=O)=O)CC1. Starting materials: C1(C=2C(C(N1)=O)=CC=CC2)=O (phthalimide), N(=NC(=O)OC(C)C)C(=O)OC(C)C (diisopropyl azodicarboxylate), C1(=CC=CC=C1)P(C1=CC=CC=C1)C1=CC=CC=C1 (triphenylphosphine), ClC1=CC=2C(=NC(=C(C2)[C@@H](C)O)Cl)S1 ((R)-1-(2,6-dichlorothieno[2,3-b]pyridin-5-yl)-ethanol). Procedure: In a reaction flask was combined phthalimide (1.530 g, 10.40 mmol), triphenylphosphine (2.73 g, 10.40 mmol), (R)-1-(2,6-dichlorothieno[2,3-b]pyridin-5-yl)-ethanol (2.15 g, 8.66 mmol) and tetrahydrofuran (57.8 mL). The reaction was cooled to 0° C. and diisopropyl azodicarboxylate (2.043 mL, 10.40 mmol) was added dropwise. The reaction was removed from the ice bath and allowed to warm to rt and stir overnight. The reaction was diluted with ethyl acetate and washed with NaHCO3 and brine. The organi... Run at temperature 0 celsius, time 8 hour. Yields the product ClC1=CC=2C(=NC(=C(C2)[C@H](C)N2C(C3=CC=CC=C3C2=O)=O)Cl)S1 ((S)-2-(1-(2,6-dichlorothieno[2,3-b]pyridin-5-yl)ethyl)isoindoline-1,3-dione). Reaction SMILES: [C:1]1(=[O:11])[NH:5][C:4](=[O:6])[C:3]2=[CH:7][CH:8]=[CH:9][CH:10]=[C:2]12.C1(P(C2C=CC=CC=2)C2C=CC=CC=2)C=CC=CC=1.[Cl:31][C:32]1[S:44][C:35]2=[N:36][C:37]([Cl:43])=[C:38]([C@H:40](O)[CH3:41])[CH:39]=[C:34]2[CH:33]=1.N(C(OC(C)C)=O)=NC(OC(C)C)=O>O1CCCC1>[Cl:31][C:32]1[S:44][C:35]2=[N:36][C:37]([Cl:43])=[C:38]([C@@H:40]([N:5]3[C:1](=[O:11])[C:2]4[C:3](=[CH:7][CH:8]=[CH:9][CH:10]=4)[C:4]3=[O:6])[CH3:41])[CH:39]=[C:34]2[CH:33]=1. Run in O1CCCC1 (tetrahydrofuran).